describe an organic reaction: reactants, conditions, products, and yield From a dataset of the Open Reaction Database (ORD), a public repository of structured organic reaction records. Product: C(C)(C)(C)C1=NN(C(=C1)NC(=O)NC1=CC=C(C2=CC=CC=C12)OCCCC1=CC=NC=C1)C1=CC=C(C=C1)C (1-[3-tert-butyl-1-p-tolyl-1H-pyrazol-5-yl]-3-[4-(3-pyridin-4-yl-propoxy)naphthalen-1-yl]-urea). RXN SMILES: ClC(Cl)(Cl)CO[C:5]([NH:7][C:8]1[N:12]([C:13]2[CH:18]=[CH:17][C:16]([CH3:19])=[CH:15][CH:14]=2)[N:11]=[C:10]([C:20]([CH3:23])([CH3:22])[CH3:21])[CH:9]=1)=[O:6].[NH2:26][C:27]1[C:36]2[C:31](=[CH:32][CH:33]=[CH:34][CH:35]=2)[C:30]([O:37][CH2:38][CH2:39][CH2:40][C:41]2[CH:46]=[CH:45][N:44]=[CH:43][CH:42]=2)=[CH:29][CH:28]=1.C(N(C(C)C)CC)(C)C.CS(C)=O>C(OCC)(=O)C>[C:20]([C:10]1[CH:9]=[C:8]([NH:7][C:5]([NH:26][C:27]2[C:36]3[C:31](=[CH:32][CH:33]=[CH:34][CH:35]=3)[C:30]([O:37][CH2:38][CH2:39][CH2:40][C:41]3[CH:46]=[CH:45][N:44]=[CH:43][CH:42]=3)=[CH:29][CH:28]=2)=[O:6])[N:12]([C:13]2[CH:14]=[CH:15][C:16]([CH3:19])=[CH:17][CH:18]=2)[N:11]=1)([CH3:22])([CH3:23])[CH3:21]. Procedure details: A solution of 5-(2,2,2-trichloroethoxycarbonyl)amino-3-t-butyl-1-p-tolylpyrazole (26 mmol), 1-amino-4-(3-pyridin-4-ylpropoxy)naphthalene (26 mmol), diisopropylethylamine (25 mmol) and DMSO (75 mL) is heated to 55-90° C. and held for 2-8 h. To this solution, ethyl acetate (100 mL) is added. The organic layer is washed with brine (4×50 mL), and dried over MgSO4. The solvent is removed under reduced pressure, and residue is crystallized from a suitable solvent such as acetonitrile (50 mL) at 0° C. ... Run at time 5 hour. The reactants are ClC(COC(=O)NC1=CC(=NN1C1=CC=C(C=C1)C)C(C)(C)C)(Cl)Cl (5-(2,2,2-trichloroethoxycarbonyl)amino-3-t-butyl-1-p-tolylpyrazole), NC1=CC=C(C2=CC=CC=C12)OCCCC1=CC=NC=C1 (1-amino-4-(3-pyridin-4-ylpropoxy)naphthalene), C(C)(C)N(CC)C(C)C (diisopropylethylamine), CS(=O)C (DMSO). The solvent is C(C)(=O)OCC (ethyl acetate). The reactants are S(=O)(=O)([O-])OOS(=O)(=O)[O-].[K+].[K+] (potassium monopersulphate), CC[O-].[Na+] (sodium ethylate solution), C(C1=CC=CC=C1)C(C(=O)OCC)=C (ethyl α-benzylacrylate), CC(CNC(OC(C)(C)C)=O)(C)S (tert-butyl [2-methyl-2-mercaptopropyl]carbamate), S(=O)(=O)([O-])OOS(=O)(=O)[O-].[K+].[K+] (potassium monopersulphate). Run in O1CCOCC1 (dioxan), O (water), O (water), O (water). Conditions: time 2.5 hour. The product is C(C)OC(=O)C(CS(=O)(=O)C(CNC(OC(C)(C)C)=O)(C)C)CC1=CC=CC=C1 (tert-butyl [2-[[(RS)-2-(ethoxycarbonyl)-3-phenylpropyl]sulphonyl]-2-methylpropyl]carbamate). Isolated yield 72.6%. As a reaction SMILES: CC[O-].[Na+].[CH2:5]([C:12](=[CH2:18])[C:13]([O:15][CH2:16][CH3:17])=[O:14])[C:6]1[CH:11]=[CH:10][CH:9]=[CH:8][CH:7]=1.[CH3:19][C:20](S)([CH3:30])[CH2:21][NH:22][C:23](=[O:29])[O:24][C:25]([CH3:28])([CH3:27])[CH3:26].[S:32]([O:36]OS([O-])(=O)=O)([O-])(=O)=[O:33].[K+].[K+]>O1CCOCC1.O>[CH2:16]([O:15][C:13]([CH:12]([CH2:5][C:6]1[CH:11]=[CH:10][CH:9]=[CH:8][CH:7]=1)[CH2:18][S:32]([C:20]([CH3:30])([CH3:19])[CH2:21][NH:22][C:23](=[O:29])[O:24][C:25]([CH3:27])([CH3:26])[CH3:28])(=[O:36])=[O:33])=[O:14])[CH3:17] |f:0.1,4.5.6|. Procedure details: 10.2 ml (11 mmol) of 1.08N sodium ethylate solution are added dropwise at 0° to a mixture of 1.99 g (10.47 mmol) of ethyl α-benzylacrylate and 2.26 g (11 mmol) of tert-butyl [2-methyl-2-mercaptopropyl]carbamate in 5 ml of dioxan. Thereafter, the mixture is stirred at 0° for 0.5 hours and at room temperature for 2.5 hours. The reaction mixture is treated while cooling with ice with 8.96 g (14.6 mmol) of potassium monopersulphate triple salt, suspended in 15 ml of water, and stirred at room temper... Starting materials: Cl.N[C@@H]1C(CCC1)(O)C ((2S)-2-amino-1-methyl-cyclopentanol hydrochloride), ClC1=C(C#N)C=CC(=C1CC)F (2-chloro-3-ethyl-4-fluoro-benzonitrile). The product is ClC1=C(C#N)C=CC(=C1CC)N[C@@H]1C(CCC1)(C)O (2-Chloro-3-ethyl-4-[[(1S)-2-hydroxy-2-methyl-cyclopentyl]amino]benzonitrile). As a reaction SMILES: Cl.[NH2:2][C@H:3]1[CH2:7][CH2:6][CH2:5][C:4]1([CH3:9])[OH:8].[Cl:10][C:11]1[C:18]([CH2:19][CH3:20])=[C:17](F)[CH:16]=[CH:15][C:12]=1[C:13]#[N:14]>>[Cl:10][C:11]1[C:18]([CH2:19][CH3:20])=[C:17]([NH:2][C@H:3]2[CH2:7][CH2:6][CH2:5][C:4]2([OH:8])[CH3:9])[CH:16]=[CH:15][C:12]=1[C:13]#[N:14] |f:0.1|. Procedure: 2-Chloro-3-ethyl-4-[[(1S)-2-hydroxy-2-methyl-cyclopentyl]amino]benzonitrile is prepared essentially as described in Example 1 using (2S)-2-amino-1-methyl-cyclopentanol hydrochloride (Preparation 18) and 2-chloro-3-ethyl-4-fluoro-benzonitrile. The crude material (350 mg) is purified using silica gel chromatography (20-60% EtOAc/hexane) to obtain Diastereomer 1 (cis) (82 mg) and Diastereomer 2 (trans) (29 mg). Reactants: COc1ccc2[nH]c3c(c2c1)CSc1ccccc1-3, CN(C)C=O. Yields the product COc1ccc2[nH]c3c(c2c1)CS(=O)c1ccccc1-3. RXN SMILES: [CH3:1][O:2][c:3]1[cH:4][c:5]2[c:6]3[c:11]([nH:12][c:13]2[cH:14][cH:15]1)-[c:10]1[c:9]([cH:19][cH:18][cH:17][cH:16]1)[S:8][CH2:7]3.[O:20]=[CH:21][N:22]([CH3:23])[CH3:24]>>[CH3:1][O:2][c:3]1[cH:4][c:5]2[c:6]3[c:11]([nH:12][c:13]2[cH:14][cH:15]1)-[c:10]1[c:9]([cH:19][cH:18][cH:17][cH:16]1)[S:8](=[O:20])[CH2:7]3. Reactants: NC1=NC(=NC(=C1[N+](=O)[O-])C)Cl (4-amino-2-chloro-6-methyl-5-nitropyrimidine), N1CCOCC1 (morpholine). Solvent: C(C)O (ethanol). Run at temperature 82 celsius, time 16 hour. Yields the product NC1=NC(=NC(=C1[N+](=O)[O-])C)N1CCOCC1 (4-Amino-6-methyl-2-morpholin-4-yl-5-nitropyrimidine). RXN SMILES: [NH2:1][C:2]1[C:7]([N+:8]([O-:10])=[O:9])=[C:6]([CH3:11])[N:5]=[C:4](Cl)[N:3]=1.[NH:13]1[CH2:18][CH2:17][O:16][CH2:15][CH2:14]1>C(O)C>[NH2:1][C:2]1[C:7]([N+:8]([O-:10])=[O:9])=[C:6]([CH3:11])[N:5]=[C:4]([N:13]2[CH2:18][CH2:17][O:16][CH2:15][CH2:14]2)[N:3]=1. Reported procedure: To pressure vessel, a mixture of commercially available 4-amino-2-chloro-6-methyl-5-nitropyrimidine (2.00 g, 10.6 mmol) and morpholine (1.85 mL, 21.2 mmol) in absolute ethanol (40 mL) was stirred at 82° C. for 16 hours. Absolute ethanol was evaporated in vacuo and the crude product was dissolved in a mixture of THF:EtOAc and this then subjected on top of a silica gel pad. Elution with EtOAc gave, after evaporation, the title compound as a yellow solid (2.47 g, 97%): IR (KBr, cm−1) 3468, 3307, 16...